From a dataset of the Open Reaction Database (ORD), a public repository of structured organic reaction records. describe an organic reaction: reactants, conditions, products, and yield Starting materials: ClCCl, N#Cc1nc(NN)c(F)c(N)c1Cl, O=S(=O)(Cl)Cl. The product is N#Cc1nc(Cl)c(F)c(N)c1Cl. As a reaction SMILES: [Cl:19][CH2:20][Cl:21].[NH2:1][c:2]1[c:3]([Cl:13])[c:4]([C:11]#[N:12])[n:5][c:6]([NH:9][NH2:10])[c:7]1[F:8].[S:14]([Cl:15])(=[O:16])([Cl:17])=[O:18]>>[NH2:1][c:2]1[c:3]([Cl:13])[c:4]([C:11]#[N:12])[n:5][c:6]([Cl:17])[c:7]1[F:8]. Product: FC1=CC=C(C(=O)C2=C3C=CC(=CC3=CC=C2C#N)S(=O)(=O)C)C=C1 (5-(4-fluorobenzoyl)-6-cyano-2-methylsulfonylnaphthalene). The yield is 63.1%. As a reaction SMILES: [F:1][C:2]1[CH:31]=[CH:30][C:5]([C:6]([C:8]2[C:17](OS(C(F)(F)F)(=O)=O)=[CH:16][CH:15]=[C:14]3[C:9]=2[CH:10]=[CH:11][C:12]([S:26]([CH3:29])(=[O:28])=[O:27])=[CH:13]3)=[O:7])=[CH:4][CH:3]=1.[C-:32]#[N:33].[K+]>O1CCOCC1.[Cl-].[Na+].O.C1C=CC([P]([Pd]([P](C2C=CC=CC=2)(C2C=CC=CC=2)C2C=CC=CC=2)([P](C2C=CC=CC=2)(C2C=CC=CC=2)C2C=CC=CC=2)[P](C2C=CC=CC=2)(C2C=CC=CC=2)C2C=CC=CC=2)(C2C=CC=CC=2)C2C=CC=CC=2)=CC=1>[F:1][C:2]1[CH:3]=[CH:4][C:5]([C:6]([C:8]2[C:17]([C:32]#[N:33])=[CH:16][CH:15]=[C:14]3[C:9]=2[CH:10]=[CH:11][C:12]([S:26]([CH3:29])(=[O:28])=[O:27])=[CH:13]3)=[O:7])=[CH:30][CH:31]=1 |f:1.2,4.5.6,^1:47,49,68,87|. Run in [Cl-].[Na+].O (brine), O1CCOCC1 (dioxane). Reactants: FC1=CC=C(C(=O)C2=C3C=CC(=CC3=CC=C2OS(=O)(=O)C(F)(F)F)S(=O)(=O)C)C=C1 (5-(4-fluorobenzoyl)-6-trifluoromethylsulfonyloxy-2-methylsulfonylnaphthalene), [C-]#N.[K+] (potassium cyanide). Conditions: time 16 hour. Reagents/catalysts: C=1C=CC(=CC1)[P](C=2C=CC=CC2)(C=3C=CC=CC3)[Pd]([P](C=4C=CC=CC4)(C=5C=CC=CC5)C=6C=CC=CC6)([P](C=7C=CC=CC7)(C=8C=CC=CC8)C=9C=CC=CC9)[P](C=1C=CC=CC1)(C=1C=CC=CC1)C=1C=CC=CC1 (tetrakis(triphenylphosphine)palladium(0)). Procedure details: A mixture of 5-(4-fluorobenzoyl)-6-trifluoromethylsulfonyloxy-2-methylsulfonylnaphthalene (2.5 g, 5.2 mmol) [prepared as described in step 1 above,], potassium cyanide (0.41 g, 6.3 mmol), and tetrakis(triphenylphosphine)palladium(0) (0.30 g, 0.26 mmol) in dioxane (50 ml) was heated at reflux under argon. After 16 h, the reaction mixture was cooled to RT, poured into brine, and the product was extracted into ethyl acetate. The organic layer was dried with sodium sulfate and concentrated in vacuo.... Reaction SMILES: [F:1][CH2:2][C:3]([CH2:7][F:8])([OH:6])[C:4]#[CH:5].[H-].[Na+].[CH2:11]([S:14](Cl)(=[O:16])=[O:15])[CH2:12][CH3:13].O>O1CCCC1>[CH2:11]([S:14]([O:6][C:3]([CH2:7][F:8])([C:4]#[CH:5])[CH2:2][F:1])(=[O:16])=[O:15])[CH2:12][CH3:13] |f:1.2|. The solvent is O1CCCC1 (tetrahydrofuran). Conditions: time 30 minute. Reactants: O (Water), FCC(C#C)(O)CF (1-fluoro-2-fluoromethyl-3-butyn-2-ol), C(CC)S(=O)(=O)Cl (propanesulfonyl chloride), [H-].[Na+] (sodium hydride). The product is C(CC)S(=O)(=O)OC(CF)(C#C)CF (1-Fluoro-2-fluoromethyl-3-butyn-2-yl Propanesulfonate). Procedure details: An amount (2.4 g) of 1-fluoro-2-fluoromethyl-3-butyn-2-ol was dissolved in tetrahydrofuran (20 ml); to the solution under cooling with ice, 60% oily sodium hydride (0.96 g) was added under a nitrogen atmosphere. After stirring for 30 minutes under cooling with ice, propanesulfonyl chloride (2.2 ml) was added dropwise. The mixture was stirred for 5 hours while its temperature was raised to room temperature. Water was added to the reaction mixture, followed by extraction with ether. The extract wa...